This data is from the Open Reaction Database (ORD), a public repository of structured organic reaction records. The task is: describe an organic reaction: reactants, conditions, products, and yield The reactants are CC1=NN=C(O1)C1=CC(=NC=C1)NC1=CC=C(C=C1)SC (4-(5-methyl-1,3,4-oxadiazol-2-yl)-N-[4-(methylthio)phenyl]pyridin-2-amine), ClC1=CC(=CC=C1)C(=O)OO (m-chloroperbenzoic acid), S(=S)(=O)([O-])[O-].[Na+].[Na+] (sodium thiosulfate). Run in CN(C(C)=O)C (N,N-dimethylacetamide). Run at time 1 hour. The product is CC1=NN=C(O1)C1=CC(=NC=C1)NC1=CC=C(C=C1)S(=O)(=O)C (4-(5-methyl-1,3,4-oxadiazol-2-yl)-N-[4-(methylsulfonyl)phenyl]pyridin-2-amine). Isolated yield 43.0%. Reaction SMILES: [CH3:1][C:2]1[O:6][C:5]([C:7]2[CH:12]=[CH:11][N:10]=[C:9]([NH:13][C:14]3[CH:19]=[CH:18][C:17](SC)=[CH:16][CH:15]=3)[CH:8]=2)=[N:4][N:3]=1.Cl[C:23]1C=CC=C(C(OO)=O)C=1.[S:33]([O-:37])([O-])(=[O:35])=S.[Na+].[Na+]>CN(C)C(=O)C>[CH3:1][C:2]1[O:6][C:5]([C:7]2[CH:12]=[CH:11][N:10]=[C:9]([NH:13][C:14]3[CH:15]=[CH:16][C:17]([S:33]([CH3:23])(=[O:37])=[O:35])=[CH:18][CH:19]=3)[CH:8]=2)=[N:4][N:3]=1 |f:2.3.4|. Procedure details: To a solution of 4-(5-methyl-1,3,4-oxadiazol-2-yl)-N-[4-(methylthio)phenyl]pyridin-2-amine (441 mg, 1.48 mmol) in N,N-dimethylacetamide (5 mL) was added m-chloroperbenzoic acid (70%, 531 mg, 2.22 mmol) at room temperature, and the resulting mixture was stirred for 1 hr. A saturated aqueous sodium thiosulfate solution was added to the reaction mixture, and the mixture was stirred for 15 min and extracted with ethyl acetate. The organic layer was washed with water and saturated brine, dried over a...